From a dataset of the Open Reaction Database (ORD), a public repository of structured organic reaction records. describe an organic reaction: reactants, conditions, products, and yield Starting materials: O=C([O-])[O-], C=CCBr, CN(C)C=O, Oc1cc(C(F)(F)F)ccc1Cl, [K+], [K+], O. Yields the product C=CCOc1cc(C(F)(F)F)ccc1Cl. Reaction SMILES: [C:13](=[O:14])([O-:15])[O-:16].[CH2:19]([CH:20]=[CH2:21])[Br:22].[CH3:23][N:24]([CH3:25])[CH:26]=[O:27].[Cl:1][c:2]1[c:3]([OH:12])[cH:4][c:5]([C:8]([F:9])([F:10])[F:11])[cH:6][cH:7]1.[K+:17].[K+:18].[OH2:28]>>[Cl:1][c:2]1[c:3]([O:12][CH2:21][CH:20]=[CH2:19])[cH:4][c:5]([C:8]([F:9])([F:10])[F:11])[cH:6][cH:7]1.